This data is from the Open Reaction Database (ORD), a public repository of structured organic reaction records. The task is: describe an organic reaction: reactants, conditions, products, and yield Reactants: C(CCCCCCC\C=C/CCCCCCCC)(=O)NCCCN(C)C (oleoylaminopropyl-N,N-dimethylamine), CCl (methyl chloride). Yields the product [Cl-].C(CCCCCCC\C=C/CCCCCCCC)(=O)NCCC[N+](C)(C)C (N-oleoylaminopropyl-N,N,N-trimethylammonium chloride). Reaction SMILES: [C:1]([NH:20][CH2:21][CH2:22][CH2:23][N:24]([CH3:26])[CH3:25])(=[O:19])[CH2:2][CH2:3][CH2:4][CH2:5][CH2:6][CH2:7][CH2:8]/[CH:9]=[CH:10]\[CH2:11][CH2:12][CH2:13][CH2:14][CH2:15][CH2:16][CH2:17][CH3:18].[CH3:27][Cl:28]>>[Cl-:28].[C:1]([NH:20][CH2:21][CH2:22][CH2:23][N+:24]([CH3:27])([CH3:26])[CH3:25])(=[O:19])[CH2:2][CH2:3][CH2:4][CH2:5][CH2:6][CH2:7][CH2:8]/[CH:9]=[CH:10]\[CH2:11][CH2:12][CH2:13][CH2:14][CH2:15][CH2:16][CH2:17][CH3:18] |f:2.3|. Reported procedure: A synthetic operation was carried out using oleoylaminopropyl-N,N-dimethylamine synthesized in the above Synthetic Example 15 and methyl chloride in the same manner as in Synthetic Example 13 to obtain the target N-oleoylaminopropyl-N,N,N-trimethylammonium chloride (a″-6). Product: CC(Oc1ccc(Br)cn1)c1nnc(-c2ccc(C(N)=O)cc2C(F)(F)F)n1C. As a reaction SMILES: [Br:5][c:6]1[cH:7][cH:8][c:9]([O:12][CH:13]([CH3:14])[c:15]2[n:16]([CH3:32])[c:17](-[c:20]3[c:21]([C:28]([F:29])([F:30])[F:31])[cH:22][c:23]([C:24]#[N:25])[cH:26][cH:27]3)[n:18][n:19]2)[n:10][cH:11]1.[CH3:34][CH2:35][OH:36].[Na+:2].[OH-:1].[OH2:33].[OH:3][OH:4]>>[O:1]=[C:24]([c:23]1[cH:22][c:21]([C:28]([F:29])([F:30])[F:31])[c:20](-[c:17]2[n:16]([CH3:32])[c:15]([CH:13]([O:12][c:9]3[cH:8][cH:7][c:6]([Br:5])[cH:11][n:10]3)[CH3:14])[n:19][n:18]2)[cH:27][cH:26]1)[NH2:25]. Starting materials: CC(Oc1ccc(Br)cn1)c1nnc(-c2ccc(C#N)cc2C(F)(F)F)n1C, CCO, [Na+], [OH-], O, OO. Reactants: C1CCOC1, O=Cc1cc(F)c(O)c(Cl)c1, CCI, [K+], [OH-], O. Product: CCOc1c(F)cc(C=O)cc1Cl. As a reaction SMILES: [CH2:17]1[O:18][CH2:19][CH2:20][CH2:21]1.[Cl:1][c:2]1[cH:3][c:4]([CH:5]=[O:6])[cH:7][c:8]([F:11])[c:9]1[OH:10].[I:14][CH2:15][CH3:16].[K+:13].[OH-:12].[OH2:22]>>[Cl:1][c:2]1[cH:3][c:4]([CH:5]=[O:6])[cH:7][c:8]([F:11])[c:9]1[O:10][CH2:15][CH3:16].